This data is from the Open Reaction Database (ORD), a public repository of structured organic reaction records. The task is: describe an organic reaction: reactants, conditions, products, and yield Starting materials: CN1CCCC1=O, CS(=O)c1nccc(-c2n[nH]c3c(OCCCS(C)(=O)=O)cccc23)n1, CCN(C(C)C)C(C)C, NC1CCC(C(=O)N2CCC(O)CC2)CC1, O. Product: CS(=O)(=O)CCCOc1cccc2c(-c3ccnc(NC4CCC(C(=O)N5CCC(O)CC5)CC4)n3)n[nH]c12. Reaction SMILES: [CH3:26][N:27]1[CH2:28][CH2:29][CH2:30][C:31]1=[O:32].[CH3:33][S:34](=[O:35])(=[O:36])[CH2:37][CH2:38][CH2:39][O:40][c:41]1[cH:42][cH:43][cH:44][c:45]2[c:46](-[c:50]3[n:51][c:52]([S:56]([CH3:57])=[O:58])[n:53][cH:54][cH:55]3)[n:47][nH:48][c:49]12.[CH:17]([N:18]([CH2:19][CH3:20])[CH:21]([CH3:22])[CH3:23])([CH3:24])[CH3:25].[NH2:1][CH:2]1[CH2:3][CH2:4][CH:5]([C:8](=[O:9])[N:10]2[CH2:11][CH2:12][CH:13]([OH:16])[CH2:14][CH2:15]2)[CH2:6][CH2:7]1.[OH2:59]>>[NH:1]([CH:2]1[CH2:3][CH2:4][CH:5]([C:8](=[O:9])[N:10]2[CH2:11][CH2:12][CH:13]([OH:16])[CH2:14][CH2:15]2)[CH2:6][CH2:7]1)[c:52]1[n:51][c:50](-[c:46]2[c:45]3[cH:44][cH:43][cH:42][c:41]([O:40][CH2:39][CH2:38][CH2:37][S:34]([CH3:33])(=[O:35])=[O:36])[c:49]3[nH:48][n:47]2)[cH:55][cH:54][n:53]1. Reactants: [BH4-], ClCCl, CO, [Na+], C1CCOC1, O=Cc1ccc(N2CCC3(CC2)OCCO3)cc1. Product: OCc1ccc(N2CCC3(CC2)OCCO3)cc1. RXN SMILES: [BH4-:1].[CH2:21]([Cl:22])[Cl:23].[CH3:29][OH:30].[Na+:2].[O:24]1[CH2:25][CH2:26][CH2:27][CH2:28]1.[O:3]1[CH2:4][CH2:5][O:6][C:7]12[CH2:8][CH2:9][N:10]([c:13]1[cH:14][cH:15][c:16]([CH:17]=[O:18])[cH:19][cH:20]1)[CH2:11][CH2:12]2>>[O:3]1[CH2:4][CH2:5][O:6][C:7]12[CH2:8][CH2:9][N:10]([c:13]1[cH:14][cH:15][c:16]([CH2:17][OH:18])[cH:19][cH:20]1)[CH2:11][CH2:12]2. Reactants: N (ammonia), ON1N=NC2=C1C=CC=C2 (1-Hydroxybenzotriazole), Cl.CN(CCCN=C=NCC)C (1-(3-dimethylaminopropyl)-3-ethylcarbodiimide hydrochloride), FC1=C(C2=CC=C(C(=C2C=C1)C(F)(F)F)OC)C(N(CC(=O)O)C)=S (N-[[2-fluoro-6-methoxy-5-(trifluoromethyl)-1-naphthalenyl]thioxomethyl]-N-methylglycine). Run in O1CCCC1 (tetrahydrofuran), CN(C)C=O (DMF). Reaction conditions: temperature 0 celsius, time 1 hour. Yields the product FC1=C(C2=CC=C(C(=C2C=C1)C(F)(F)F)OC)C(=S)N(C)CC(=O)N ([[[2-Fluoro-6-methoxy-5-(trifluoromethyl)-1-naphthalenyl]thioxomethyl]methylamino]acetamide). Yield: 19.3%. Reaction SMILES: O[N:2]1C2C=CC=CC=2N=N1.Cl.CN(C)CCCN=C=NCC.[F:23][C:24]1[CH:33]=[CH:32][C:31]2[C:26](=[CH:27][CH:28]=[C:29]([O:38][CH3:39])[C:30]=2[C:34]([F:37])([F:36])[F:35])[C:25]=1[C:40](=[S:47])[N:41]([CH3:46])[CH2:42][C:43](O)=[O:44].N>CN(C=O)C.O1CCCC1>[F:23][C:24]1[CH:33]=[CH:32][C:31]2[C:26](=[CH:27][CH:28]=[C:29]([O:38][CH3:39])[C:30]=2[C:34]([F:36])([F:37])[F:35])[C:25]=1[C:40]([N:41]([CH2:42][C:43]([NH2:2])=[O:44])[CH3:46])=[S:47] |f:1.2|. Procedure: 1-Hydroxybenzotriazole (0.84 g, 1.5 eq) and 1-(3-dimethylaminopropyl)-3-ethylcarbodiimide hydrochloride (0.96 g, 1.2 eq) were added to a stirred solution of N-[[2-fluoro-6-methoxy-5-(trifluoromethyl)-1-naphthalenyl]thioxomethyl]-N-methylglycine (1.50 g, 4.15 mmol) in anhydrous DMF (15 mL) at room temperature under a dry nitrogen atmosphere. After 13/4 hours, a saturated solution of ammonia in tetrahydrofuran (100 mL) was added to the reaction mixture at room temperature. After 1 hour, the reacti... Reactants: ClC1=CC(=C(CN2N=CC3=CC(=CC=C23)\C=C/2\C(N(C(S2)=O)[C@H]2[C@@H](CNCC2)O)=O)C=C1)C(F)(F)F ((5Z)-5-({1-[4-chloro-2-(trifluoromethyl)benzyl]-1H-indazol-5-yl}methylidene)-3-[trans-3-hydroxypiperidin-4-yl]-1,3-thiazolidine-2,4-dione), C=O (formaldehyde). Procedure: (5Z)-5-({1-[4-Chloro-2-(trifluoromethyl)benzyl]-1H-indazol-5-yl}methylidene)-3-[trans-3-hydroxy-1-methylpiperidin-4-yl]-1,3-thiazolidine-2,4-dione was prepared from (5Z)-5-({1-[4-chloro-2-(trifluoromethyl)benzyl]-1H-indazol-5-yl}methylidene)-3-[trans-3-hydroxypiperidin-4-yl]-1,3-thiazolidine-2,4-dione (Example 270) and formaldehyde following General Procedure R. The product is ClC1=CC(=C(CN2N=CC3=CC(=CC=C23)\C=C/2\C(N(C(S2)=O)[C@H]2[C@@H](CN(CC2)C)O)=O)C=C1)C(F)(F)F ((5Z)-5-({1-[4-Chloro-2-(trifluoromethyl)benzyl]-1H-indazol-5-yl}methylidene)-3-[trans-3-hydroxy-1-methylpiperidin-4-yl]-1,3-thiazolidine-2,4-dione). As a reaction SMILES: [Cl:1][C:2]1[CH:32]=[CH:31][C:5]([CH2:6][N:7]2[C:15]3[C:10](=[CH:11][C:12](/[CH:16]=[C:17]4/[C:18](=[O:30])[N:19]([C@@H:23]5[CH2:28][CH2:27][NH:26][CH2:25][C@H:24]5[OH:29])[C:20](=[O:22])[S:21]/4)=[CH:13][CH:14]=3)[CH:9]=[N:8]2)=[C:4]([C:33]([F:36])([F:35])[F:34])[CH:3]=1.[CH2:37]=O>>[Cl:1][C:2]1[CH:32]=[CH:31][C:5]([CH2:6][N:7]2[C:15]3[C:10](=[CH:11][C:12](/[CH:16]=[C:17]4/[C:18](=[O:30])[N:19]([C@@H:23]5[CH2:28][CH2:27][N:26]([CH3:37])[CH2:25][C@H:24]5[OH:29])[C:20](=[O:22])[S:21]/4)=[CH:13][CH:14]=3)[CH:9]=[N:8]2)=[C:4]([C:33]([F:36])([F:35])[F:34])[CH:3]=1. Starting materials: COc1ccc(CN)cc1, O=C(OCc1ccccc1)c1c(Cl)c2ccccc2[nH]c1=O, O=C(O)C(F)(F)F, CN(C)C=O, O. The product is Nc1c(C(=O)OCc2ccccc2)c(=O)[nH]c2ccccc12. RXN SMILES: [CH3:23][O:24][c:25]1[cH:26][cH:27][c:28]([CH2:29][NH2:30])[cH:31][cH:32]1.[Cl:1][c:2]1[c:3]([C:13](=[O:14])[O:15][CH2:16][c:17]2[cH:18][cH:19][cH:20][cH:21][cH:22]2)[c:4](=[O:12])[nH:5][c:6]2[cH:7][cH:8][cH:9][cH:10][c:11]12.[F:39][C:40]([F:41])([F:42])[C:43]([OH:44])=[O:45].[O:34]=[CH:35][N:36]([CH3:37])[CH3:38].[OH2:33]>>[c:2]1([NH2:30])[c:3]([C:13](=[O:14])[O:15][CH2:16][c:17]2[cH:18][cH:19][cH:20][cH:21][cH:22]2)[c:4](=[O:12])[nH:5][c:6]2[cH:7][cH:8][cH:9][cH:10][c:11]12. Starting materials: CC(=O)OC(C)=O, Cc1cc(CC(OC(=O)N2CCC(N3CCc4ccccc4NC3=O)CC2)C(=O)N2CCN(C3CCOCC3)CC2)cc(C)c1O. Product: CC(=O)Oc1c(C)cc(CC(OC(=O)N2CCC(N3CCc4ccccc4NC3=O)CC2)C(=O)N2CCN(C3CCOCC3)CC2)cc1C. RXN SMILES: [CH3:47][C:48](=[O:49])[O:50][C:51](=[O:52])[CH3:53].[O:1]=[C:2]1[NH:3][c:4]2[c:5]([cH:43][cH:44][cH:45][cH:46]2)[CH2:6][CH2:7][N:8]1[CH:9]1[CH2:10][CH2:11][N:12]([C:15](=[O:16])[O:17][CH:18]([C:19]([N:20]2[CH2:21][CH2:22][N:23]([CH:26]3[CH2:27][CH2:28][O:29][CH2:30][CH2:31]3)[CH2:24][CH2:25]2)=[O:32])[CH2:33][c:34]2[cH:35][c:36]([CH3:42])[c:37]([OH:41])[c:38]([CH3:40])[cH:39]2)[CH2:13][CH2:14]1>>[O:1]=[C:2]1[NH:3][c:4]2[c:5]([cH:43][cH:44][cH:45][cH:46]2)[CH2:6][CH2:7][N:8]1[CH:9]1[CH2:10][CH2:11][N:12]([C:15](=[O:16])[O:17][CH:18]([C:19]([N:20]2[CH2:21][CH2:22][N:23]([CH:26]3[CH2:27][CH2:28][O:29][CH2:30][CH2:31]3)[CH2:24][CH2:25]2)=[O:32])[CH2:33][c:34]2[cH:35][c:36]([CH3:42])[c:37]([O:41][C:48]([CH3:47])=[O:49])[c:38]([CH3:40])[cH:39]2)[CH2:13][CH2:14]1. Reactants: O=C([O-])[O-], CS(C)=O, CO, N#CC(c1ccccc1Cl)N1CCc2sccc2C1, Cl, [K+], [K+], O, OO. Product: NC(=O)C(c1ccccc1Cl)N1CCc2sccc2C1. Reaction SMILES: [C:20]([O-:21])(=[O:22])[O-:23].[CH3:26][S:27](=[O:28])[CH3:29].[CH3:34][OH:35].[Cl:1][c:2]1[c:3]([CH:8]([C:9]#[N:10])[N:11]2[CH2:12][c:13]3[c:14]([s:17][cH:18][cH:19]3)[CH2:15][CH2:16]2)[cH:4][cH:5][cH:6][cH:7]1.[ClH:32].[K+:24].[K+:25].[OH2:33].[OH:30][OH:31]>>[Cl:1][c:2]1[c:3]([CH:8]([C:9]([NH2:10])=[O:21])[N:11]2[CH2:12][c:13]3[c:14]([s:17][cH:18][cH:19]3)[CH2:15][CH2:16]2)[cH:4][cH:5][cH:6][cH:7]1. Reactants: C(#N)C1=CC=C(C=C1)C1=CC2=C([C@]3(CCC(N[C@@H]3CC2)=O)C)C=C1 ((+)-(4aR)-(10bR)-8-(4-cyanophenyl)-10b-methyl-1,2,3,4,4a,-5,6,10b-octahydrobenzo[f]quinolin-3-one), C(CCC)O (n-butanol), CC(C)([O-])C.[K+] (potassium t-butoxide), CI (Methyl iodide). The solvent is C(C)(=O)OCC (ethyl acetate). Run at time 4 hour. Yields the product CN1C(CC[C@@]2(C3=C(CC[C@@H]12)C=C(C=C3)C3=CC=C(C=C3)C#N)C)=O ((+)-(4aR)-(10bR)-4-methyl-8-(4-cyanophenyl)-10b-methyl-1,2,3,4,4a, 5,6,10b-octahydrobenzo[f]quinolin-3-one). Yield: 80.0%. As a reaction SMILES: [C:1]([C:3]1[CH:8]=[CH:7][C:6]([C:9]2[CH:24]=[CH:23][C:12]3[C@:13]4([CH3:22])[C@@H:18]([CH2:19][CH2:20][C:11]=3[CH:10]=2)[NH:17][C:16](=[O:21])[CH2:15][CH2:14]4)=[CH:5][CH:4]=1)#[N:2].[CH2:25](O)CCC.CC(C)([O-])C.[K+].CI>C(OCC)(=O)C>[CH3:25][N:17]1[C@H:18]2[C@@:13]([CH3:22])([C:12]3[CH:23]=[CH:24][C:9]([C:6]4[CH:5]=[CH:4][C:3]([C:1]#[N:2])=[CH:8][CH:7]=4)=[CH:10][C:11]=3[CH2:20][CH2:19]2)[CH2:14][CH2:15][C:16]1=[O:21] |f:2.3|. Procedure details: A 15 mL round bottom flask was charged with (+)-(4aR)-(10bR)-8-(4-cyanophenyl)-10b-methyl-1,2,3,4,4a,-5,6,10b-octahydrobenzo[f]quinolin-3-one (24 mg, 0.08 mmol), 0.20 mL of n-butanol, and potassium t-butoxide (26 mg, 0.24 mmol). Methyl iodide (0.014 mL, 0.24 mmol) was added and the mixture was stirred at room temperature for 4 h. The mixture was diluted with ethyl acetate, and purified by silica gel chromatography ethyl acetate eluent) to give 20 mg (80%) of the title compound as a white solid. ... Starting materials: C1(=CC=CC=C1)S(=O)(=O)CC=1N=C(NN1)C1=NC=CC=C1 (2-(5-benzenesulfonylmethyl-2H-[1,2,4]triazol-3-yl)-pyridine), ClC1=CC=CC(=N1)/C=C/C#N (E-3-(6-chloro-pyridin-2-yl )-acrylonitrile). Yields the product ClC1=CC=CC(=N1)C1=CC=2N(C(=C1)N)N=C(N2)C2=NC=CC=C2 (7-(6-Chloro-pyridin-2-yl)-2-pyridin-2-yl-[1,2,4]triazolo[1,5-a]pyridin-5-ylamine). RXN SMILES: C1(S([CH2:10][C:11]2[N:12]=[C:13]([C:16]3[CH:21]=[CH:20][CH:19]=[CH:18][N:17]=3)[NH:14][N:15]=2)(=O)=O)C=CC=CC=1.[Cl:22][C:23]1[N:28]=[C:27](/[CH:29]=[CH:30]/[C:31]#[N:32])[CH:26]=[CH:25][CH:24]=1>>[Cl:22][C:23]1[N:28]=[C:27]([C:29]2[CH:30]=[C:31]([NH2:32])[N:15]3[N:14]=[C:13]([C:16]4[CH:21]=[CH:20][CH:19]=[CH:18][N:17]=4)[N:12]=[C:11]3[CH:10]=2)[CH:26]=[CH:25][CH:24]=1. Procedure details: The title compound, MS m/e (%):323 (M+H+,100), was prepared in accordance with the general method of example 1 from 2-(5-benzenesulfonylmethyl-2H-[1,2,4]triazol-3-yl)-pyridine and E-3-(6-chloro-pyridin-2-yl )-acrylonitrile.